Dataset: the Open Reaction Database (ORD), a public repository of structured organic reaction records. Task: describe an organic reaction: reactants, conditions, products, and yield Starting materials: C(C)OC(OCC)C=1N(C=CN1)C (diethoxymethyl-1-methyl-imidazole), C(C1=CC=CC=C1)Br (benzyl bromide). Conditions: time 8 hour. The product is [Br-].C(C1=CC=CC=C1)N1C(=[N+](C=C1)C)C(OCC)OCC (3-benzyl-2-(diethoxymethyl)-1-methylimidazolium bromide). Yield: 98.3%. Reaction SMILES: [CH2:1]([O:3][CH:4]([C:8]1[N:9]([CH3:13])[CH:10]=[CH:11][N:12]=1)[O:5][CH2:6][CH3:7])[CH3:2].[CH2:14]([Br:21])[C:15]1[CH:20]=[CH:19][CH:18]=[CH:17][CH:16]=1>>[Br-:21].[CH2:14]([N:12]1[CH:11]=[CH:10][N+:9]([CH3:13])=[C:8]1[CH:4]([O:3][CH2:1][CH3:2])[O:5][CH2:6][CH3:7])[C:15]1[CH:20]=[CH:19][CH:18]=[CH:17][CH:16]=1 |f:2.3|. Procedure: A reaction mixture of 8 g (43 mmol) of 2-(diethoxymethyl-1-methyl-imidazole and 7.44 g (43 mmol) of benzyl bromide was stirred at room temperature overnight. The mixture was triturated with ethyl acetate and decanted to afford 15.1 g (98.3%) of 3-benzyl-2-(diethoxymethyl)-1-methylimidazolium bromide (Formula VI: A=1-methylimidazole;Y=CH--(OC2H5)2 ;R1 =R6 =H;Z- =Br-).